From a dataset of the Open Reaction Database (ORD), a public repository of structured organic reaction records. describe an organic reaction: reactants, conditions, products, and yield The reactants are CC(C)CN(C(CCCCN)C(=O)O)S(=O)(=O)c1ccc([N+](=O)[O-])cc1, O=C(O)C=Cc1ccccc1[N+](=O)[O-]. Product: CC(C)CN(C(CCCCNC(=O)C=Cc1ccccc1[N+](=O)[O-])C(=O)O)S(=O)(=O)c1ccc([N+](=O)[O-])cc1. RXN SMILES: [CH2:1]([CH:2]([CH3:3])[CH3:4])[N:5]([CH:6]([CH2:7][CH2:8][CH2:9][CH2:10][NH2:11])[C:12](=[O:13])[OH:14])[S:15](=[O:16])(=[O:17])[c:18]1[cH:19][cH:20][c:21]([N+:24](=[O:25])[O-:26])[cH:22][cH:23]1.[N+:27](=[O:28])([O-:29])[c:30]1[c:31]([CH:32]=[CH:33][C:34](=[O:35])[OH:36])[cH:37][cH:38][cH:39][cH:40]1>>[CH2:1]([CH:2]([CH3:3])[CH3:4])[N:5]([CH:6]([CH2:7][CH2:8][CH2:9][CH2:10][NH:11][C:34]([CH:33]=[CH:32][c:31]1[c:30]([N+:27](=[O:28])[O-:29])[cH:40][cH:39][cH:38][cH:37]1)=[O:35])[C:12](=[O:13])[OH:14])[S:15](=[O:16])(=[O:17])[c:18]1[cH:19][cH:20][c:21]([N+:24](=[O:25])[O-:26])[cH:22][cH:23]1. Reactants: NC1=CC=C(C(=O)N2CCN(CC2)CCC2=CC=C(C=C2)Cl)C=C1 (1-(4-aminobenzoyl)-4-[2-(4-chlorophenyl)ethyl]-piperazine), CC1C(C(CC(O1)OC2CC(CC3=C(C4=C(C(=C23)O)C(=O)C5=C(C4=O)C=CC=C5OC)O)(C(=O)CO)O)N6CCOCC6C#N)O (A-489), BrCCO (2-bromoethanol). Reagents/catalysts: CN(C1=CC=NC=C1)C (4-dimethylaminopyridine). The solvent is C(C)(C)O (isopropanol). The product is ClC1=CC=C(C=C1)CCN1CCNCC1 (4-[2-(4-chlorophenyl)-ethyl]-piperazine). Reaction SMILES: NC1C=CC(C([N:8]2[CH2:13][CH2:12][N:11]([CH2:14][CH2:15][C:16]3[CH:21]=[CH:20][C:19]([Cl:22])=[CH:18][CH:17]=3)[CH2:10][CH2:9]2)=O)=CC=1.CC1OC(OC2C3C(=C(O)C4C(=O)C5C=CC=C(OC)C=5C(=O)C=4C=3O)CC(O)(C(CO)=O)C2)CC(N2C(C#N)COCC2)C1O.BrCCO>CN(C)C1C=CN=CC=1.C(O)(C)C>[Cl:22][C:19]1[CH:20]=[CH:21][C:16]([CH2:15][CH2:14][N:11]2[CH2:10][CH2:9][NH:8][CH2:13][CH2:12]2)=[CH:17][CH:18]=1. Procedure: 6 g of 1-(4-aminobenzoyl)-4-[2-(4-chlorophenyl)ethyl]-piperazine (see EP-A-489 690, Example 3), 2.4 g of 2-bromoethanol and 0.6 g of 4-dimethylaminopyridine are suspended in 80 ml of isopropanol and boiled at reflux for 22 hours, then concentrated by evaporation and partitioned between methylene chloride and 1N sodium hydroxide solution. The organic phase is washed with water, dried and concentrated by evaporation. The oily material is chromatographed over 150 g of silica gel. Elution with methy... Reactants: BrC=1C=NC=NC1 (5-bromopyrimidine), C(C=C)(=O)O (acrylic acid), ClCCl (dichloromethane), solution, C([O-])([O-])=O.[K+].[K+] (potassium carbonate). The reagents and catalysts are CC(=O)O.CC(=O)O.[Pd] (palladium II acetate), C1(=CC=CC=C1)P(C1=CC=CC=C1)C1=CC=CC=C1 (triphenylphosphine). Solvent: C(CCC)N(CCCC)CCCC (tri-n-butylamine). Reaction conditions: temperature 152.5 celsius, time 4.5 hour. Yields the product N1=CN=CC(=C1)C=CC(=O)O (3-(5-pyrimidyl)acrylic acid). Yield: 37.1%. Reaction SMILES: Br[C:2]1[CH:3]=[N:4][CH:5]=[N:6][CH:7]=1.[C:8]([OH:12])(=[O:11])[CH:9]=[CH2:10].C(=O)([O-])[O-].[K+].[K+].ClCCl>C(N(CCCC)CCCC)CCC.CC(O)=O.CC(O)=O.[Pd].C1(P(C2C=CC=CC=2)C2C=CC=CC=2)C=CC=CC=1>[N:4]1[CH:3]=[C:2]([CH:10]=[CH:9][C:8]([OH:12])=[O:11])[CH:7]=[N:6][CH:5]=1 |f:2.3.4,7.8.9|. Procedure details: A mixture of 5-bromopyrimidine (100 g), acrylic acid (48 g), triphenylphosphine (2.5 g) and palladium II acetate (0.1 g) was refluxed in tri-n-butylamine (260 ml) with overhead stirring for 4.5 h at 145-160° C. The mixture was cooled and a 10% solution of potassium carbonate (2 L) added followed by dichloromethane (500 mL). The organic layer was separated and the aqueous phase extracted with diethyl ether (3×300 ml). The aqueous layer was brought to pH 3 with concentrated hydrochloric acid (ice-... Reactants: N12CC(C(CC1)CC2)C(=O)OC(C2=CC(=CC=C2)F)C2=CC(=CC=C2)F (bis(3-fluorophenyl)methyl quinuclidine-3-carboxylate), BrCC(=O)C1=CC(=NO1)C(=O)OCC (ethyl 5-(2-bromoacetyl)isoxazole-3-carboxylate). The solvent is C(C)#N (acetonitrile). Reaction conditions: time 8 hour. Product: [Br-].FC=1C=C(C=CC1)C(OC(=O)C1C[N+]2(CCC1CC2)CC(=O)C2=CC(=NO2)C(=O)OCC)C2=CC(=CC=C2)F (3-((bis(3-fluorophenyl)methoxy)carbonyl)-1-(2-(3-(ethoxycarbonyl)isoxazol-5-yl)-2-oxoethyl)-1-azoniabicyclo[2.2.2]octane bromide). The yield is 17.5%. Reaction SMILES: [N:1]12[CH2:8][CH2:7][CH:4]([CH2:5][CH2:6]1)[CH:3]([C:9]([O:11][CH:12]([C:20]1[CH:25]=[CH:24][CH:23]=[C:22]([F:26])[CH:21]=1)[C:13]1[CH:18]=[CH:17][CH:16]=[C:15]([F:19])[CH:14]=1)=[O:10])[CH2:2]2.[Br:27][CH2:28][C:29]([C:31]1[O:35][N:34]=[C:33]([C:36]([O:38][CH2:39][CH3:40])=[O:37])[CH:32]=1)=[O:30]>C(#N)C>[Br-:27].[F:26][C:22]1[CH:21]=[C:20]([CH:12]([C:13]2[CH:18]=[CH:17][CH:16]=[C:15]([F:19])[CH:14]=2)[O:11][C:9]([CH:3]2[CH:4]3[CH2:5][CH2:6][N+:1]([CH2:28][C:29]([C:31]4[O:35][N:34]=[C:33]([C:36]([O:38][CH2:39][CH3:40])=[O:37])[CH:32]=4)=[O:30])([CH2:8][CH2:7]3)[CH2:2]2)=[O:10])[CH:25]=[CH:24][CH:23]=1 |f:3.4|. Procedure details: Bis(3-fluorophenyl)methyl quinuclidine-3-carboxylate (86 mg, 0.24 mmol, prepared as in example 4) and ethyl 5-(2-bromoacetyl)isoxazole-3-carboxylate (69.4 mg, 0.26 mmol) were dissolved in acetonitrile (3 ml) and stirred at room temperature overnight. The precipitated was recovered by suction filtration to obtain 3-((bis(3-fluorophenyl)methoxy)carbonyl)-1-(2-(3-(ethoxycarbonyl)isoxazol-5-yl)-2-oxoethyl)-1-azoniabicyclo[2.2.2]octane bromide (26 mg, racemic mixture). Starting materials: CO, Nc1ccc(Cl)cc1C(=O)O, O=S(Cl)Cl. Product: COC(=O)c1cc(Cl)ccc1N. RXN SMILES: [CH3:16][OH:17].[NH2:1][c:2]1[c:3]([C:4](=[O:5])[OH:6])[cH:7][c:8]([Cl:11])[cH:9][cH:10]1.[S:12]([Cl:13])([Cl:14])=[O:15]>>[NH2:1][c:2]1[c:3]([C:4]([O:5][CH3:16])=[O:6])[cH:7][c:8]([Cl:11])[cH:9][cH:10]1. Reactants: Cl.COC=1C=C(C=CC1OC)C[C@@H](C)N ((R)-3-(3,4-dimethoxyphenyl)-2-propylamine hydrochloride), Br (hydrogen bromide). As a reaction SMILES: Cl.C[O:3][C:4]1[CH:5]=[C:6]([CH2:12][C@H:13]([NH2:15])[CH3:14])[CH:7]=[CH:8][C:9]=1[O:10]C.[BrH:16]>>[BrH:16].[OH:3][C:4]1[CH:5]=[C:6]([CH2:12][C@H:13]([NH2:15])[CH3:14])[CH:7]=[CH:8][C:9]=1[OH:10] |f:0.1,3.4|. Procedure: A solution of (R)-3-(3,4-dimethoxyphenyl)-2-propylamine hydrochloride (500 mg, 2.15 mMol) in hydrogen bromide (48%, 5 ml) was stirred at 100° C. under an argon atmosphere for 20 hours. After cooling, the solvent was evaporated and the residue was dried giving the title compound. Yields the product Br.OC=1C=C(C=CC1O)C[C@@H](C)N ((R)-3-(3,4-Dihydroxyphenyl)-2-propylamine Hydrobromide). The reactants are CN1CCCC1=O, O=C1NC(=O)C(c2ccc(Cl)cc2)=C1Cl, Cl, Nc1ccc(C=CC(=O)O)cc1. Product: O=C(O)C=Cc1ccc(NC2=C(c3ccc(Cl)cc3)C(=O)NC2=O)cc1. As a reaction SMILES: [CH3:28][N:29]1[CH2:30][CH2:31][CH2:32][C:33]1=[O:34].[Cl:13][C:14]1=[C:18]([c:19]2[cH:20][cH:21][c:22]([Cl:25])[cH:23][cH:24]2)[C:17](=[O:26])[NH:16][C:15]1=[O:27].[ClH:35].[NH2:1][c:2]1[cH:3][cH:4][c:5]([CH:6]=[CH:7][C:8](=[O:9])[OH:10])[cH:11][cH:12]1>>[NH:1]([c:2]1[cH:3][cH:4][c:5]([CH:6]=[CH:7][C:8](=[O:9])[OH:10])[cH:11][cH:12]1)[C:14]1=[C:18]([c:19]2[cH:20][cH:21][c:22]([Cl:25])[cH:23][cH:24]2)[C:17](=[O:26])[NH:16][C:15]1=[O:27].